This data is from the Open Reaction Database (ORD), a public repository of structured organic reaction records. The task is: describe an organic reaction: reactants, conditions, products, and yield The reactants are [Si](C)(C)(C(C)(C)C)[C@@]1(C[C@@H](O[C@@H]1CO[Si](C)(C)C(C)(C)C)N1C(=O)N=C(N)C(=C1)COCC1=C(C=CC=C1)[N+](=O)[O-])O (3′,5′-O-bis-(tert-butyldimethylsilyl)-5-(2-nitrobenzyloxy)methyl-2′-deoxycytidine), [N+](CCCC)(CCCC)(CCCC)CCCC.[F-] (n-Bu4NF). Run in C1CCOC1 (THF). Conditions: time 4 hour. Yields the product [N+](=O)([O-])C1=C(COCC=2C(=NC(N([C@H]3C[C@H](O)[C@@H](CO)O3)C2)=O)N)C=CC=C1 (5-(2-nitrobenzyloxy)methyl-2′-deoxycytidine). The yield is 96.3%. RXN SMILES: [Si]([C@@:8]1([OH:42])[C@@H:12]([CH2:13][O:14][Si](C(C)(C)C)(C)C)[O:11][C@@H:10]([N:22]2[CH:29]=[C:28]([CH2:30][O:31][CH2:32][C:33]3[CH:38]=[CH:37][CH:36]=[CH:35][C:34]=3[N+:39]([O-:41])=[O:40])[C:26]([NH2:27])=[N:25][C:23]2=[O:24])[CH2:9]1)(C(C)(C)C)(C)C.[N+](CCCC)(CCCC)(CCCC)CCCC.[F-]>C1COCC1>[N+:39]([C:34]1[CH:35]=[CH:36][CH:37]=[CH:38][C:33]=1[CH2:32][O:31][CH2:30][C:28]1[C:26]([NH2:27])=[N:25][C:23](=[O:24])[N:22]([CH:29]=1)[C@@H:10]1[O:11][C@H:12]([CH2:13][OH:14])[C@@H:8]([OH:42])[CH2:9]1)([O-:41])=[O:40] |f:1.2|. Reported procedure: To a solution of compound 42 (55 mg, 0.09 mmol) in THF (10 mL), n-Bu4NF (63 mg, 0.20 mmol) was added. The mixture was stirred at room temperature for four hours and concentrated in vacuo, and the residue was purified by silica gel column chromatography to yield 5-(2-nitrobenzyloxy)methyl-2′-deoxycytidine 43 (34 mg, 96%). 1H NMR (400 MHz, DMSO-d6): δ 8.05 (d, J=8.0 Hz, 1H, Ph-H), 7.89 (s, 1H, H-6), 7.74 (m, 2H, Ph-H), 7.55 (m, 1H, Ph-H), 7.39 (br s, 1H, D2O exchangeable, NH2), 6.74 (br s, 1H, D2O... Starting materials: CC1CN(Cc2ccccc2)CCC1=O, CCCC[N+](CCCC)(CCCC)CCCC, Cl, [F-], C[Si](C)(C)C(F)(F)F, C1CCOC1. Product: CC1CN(Cc2ccccc2)CCC1(O)C(F)(F)F. Reaction SMILES: [CH2:1]([c:2]1[cH:3][cH:4][cH:5][cH:6][cH:7]1)[N:8]1[CH2:9][CH:10]([CH3:15])[C:11](=[O:14])[CH2:12][CH2:13]1.[CH2:25]([N+:26]([CH2:27][CH2:28][CH2:29][CH3:30])([CH2:31][CH2:32][CH2:33][CH3:34])[CH2:35][CH2:36][CH2:37][CH3:38])[CH2:39][CH2:40][CH3:41].[ClH:42].[F-:24].[F:16][C:17]([F:18])([F:19])[Si:20]([CH3:21])([CH3:22])[CH3:23].[O:43]1[CH2:44][CH2:45][CH2:46][CH2:47]1>>[CH2:1]([c:2]1[cH:3][cH:4][cH:5][cH:6][cH:7]1)[N:8]1[CH2:9][CH:10]([CH3:15])[C:11]([OH:14])([C:17]([F:16])([F:18])[F:19])[CH2:12][CH2:13]1. Reported procedure: In a similar manner to that described in Example 1(1), a reaction was carried out using (±)-N-(tert-butoxycarbonyl)homoserine benzyl ester, instead of (±)-N-(tert-butoxycarbonyl)homoserine allyl ester, and using 1-benzyloxymethyl-5-methyl-pyrimidine-2,4-dione, instead of phthalimide, to afford the desired compound (yield 51%) as a white powder. Starting materials: C(C1=CC=CC=C1)OCN1C(NC(C(=C1)C)=O)=O (1-benzyloxymethyl-5-methyl-pyrimidine-2,4-dione), C(C1=CC=CC=C1)OC([C@@H](NC(=O)OC(C)(C)C)CCO)=O ((±)-N-(tert-butoxycarbonyl)homoserine benzyl ester), C(C=C)OC([C@@H](NC(=O)OC(C)(C)C)CCO)=O ((±)-N-(tert-butoxycarbonyl)homoserine allyl ester). Yields the product C1(C=2C(C(N1)=O)=CC=CC2)=O (phthalimide), C(C1=CC=CC=C1)OC(C(NC(=O)OC(C)(C)C)CCN1C(N(C=C(C1=O)C)COCC1=CC=CC=C1)=O)=O ((±)-2-[2-(1-Benzyloxymethyl-5-methylpyrimidin-2,4-dione-3-yl)ethyl]-N-(tert-butoxycarbonyl)glycine Benzyl Ester). RXN SMILES: [CH2:1]([O:8][C:9](=[O:22])[C@H:10]([CH2:19][CH2:20]O)[NH:11][C:12]([O:14][C:15]([CH3:18])([CH3:17])[CH3:16])=[O:13])[C:2]1[CH:7]=[CH:6][CH:5]=[CH:4][CH:3]=1.C(OC(=O)[C@H](CCO)[NH:29][C:30](OC(C)(C)C)=[O:31])C=C.[CH2:41]([O:48][CH2:49][N:50]1[CH:55]=[C:54]([CH3:56])[C:53](=[O:57])[NH:52][C:51]1=[O:58])[C:42]1[CH:47]=[CH:46][CH:45]=[CH:44][CH:43]=1>>[C:30]1(=[O:31])[NH:29][C:1](=[O:8])[C:2]2=[CH:3][CH:4]=[CH:5][CH:6]=[C:7]12.[CH2:1]([O:8][C:9](=[O:22])[CH:10]([CH2:19][CH2:20][N:52]1[C:53](=[O:57])[C:54]([CH3:56])=[CH:55][N:50]([CH2:49][O:48][CH2:41][C:42]2[CH:47]=[CH:46][CH:45]=[CH:44][CH:43]=2)[C:51]1=[O:58])[NH:11][C:12]([O:14][C:15]([CH3:18])([CH3:17])[CH3:16])=[O:13])[C:2]1[CH:7]=[CH:6][CH:5]=[CH:4][CH:3]=1. The yield is 51.0%. The reactants are C(=O)(OC(C)(C)C)NCC(=O)O (BOC glycine), CC=1C=C(C(=O)N2CC(NCC2)C2=CC(=C(C=C2)Cl)Cl)C=C(C1)C ((+)-(3,5-dimethylbenzoyl)-3-(3,4-dichlorophenyl)piperazine), C=1C=CC2=C(C1)N=NN2O (HOBT), CCN(C(C)C)C(C)C (Hunig's base). Run in C(Cl)Cl (CH2Cl2), C(Cl)Cl (CH2Cl2). Run at time 2.5 day. Product: N (NH3), CC=1C=C(C(=O)N2CC(NCC2)C2=CC(=C(C=C2)Cl)Cl)C=C(C1)C (1-[3,5-dimethylbenzoyi]-3-(3,4-dichlorophenyl)piperazine). The yield is 52.8%. Reaction SMILES: C([NH:8]CC(O)=O)(OC(C)(C)C)=O.[CH3:13][C:14]1[CH:15]=[C:16]([CH:33]=[C:34]([CH3:36])[CH:35]=1)[C:17]([N:19]1[CH2:24][CH2:23][NH:22][CH:21]([C:25]2[CH:30]=[CH:29][C:28]([Cl:31])=[C:27]([Cl:32])[CH:26]=2)[CH2:20]1)=[O:18].C1C=CC2N(O)N=NC=2C=1.CCN(C(C)C)C(C)C>C(Cl)Cl>[NH3:8].[CH3:13][C:14]1[CH:15]=[C:16]([CH:33]=[C:34]([CH3:36])[CH:35]=1)[C:17]([N:19]1[CH2:24][CH2:23][NH:22][CH:21]([C:25]2[CH:30]=[CH:29][C:28]([Cl:31])=[C:27]([Cl:32])[CH:26]=2)[CH2:20]1)=[O:18]. Procedure: To a solution of BOC glycine (0.918 g, 5.24 mmol), (+)-(3,5-dimethylbenzoyl)-3-(3,4-dichlorophenyl)piperazine (enantiomer B)(1.80 g, 4.95 mmol) (prepared in Example 19), DEC (0.983 g, 5.13 mmol), HOBT (0.687 g, 5.07 mmol) and Hunig's base (0.92 mL, 5.1 mmol) in CH2Cl2 (100 mL) was left stirring for 2.5 d. The reaction mixture was added to CH2Cl2 (200 mL) and washed with sat. NaHCO3 (3×100 mL), brine (100 mL), dried with MgSO4 and concentrated. The crude material was treated with MeOH saturated H... Starting materials: ClCCl, CS(=O)(=O)Cl, CCOC(C)=O, COC(=O)C12CCC(CCCO)(CC1)CC2, c1ccncc1. Yields the product COC(=O)C12CCC(CCCOS(C)(=O)=O)(CC1)CC2. As a reaction SMILES: [CH2:28]([Cl:29])[Cl:30].[CH3:23][S:24]([Cl:25])(=[O:26])=[O:27].[CH3:31][CH2:32][O:33][C:34](=[O:35])[CH3:36].[OH:1][CH2:2][CH2:3][CH2:4][C:5]12[CH2:6][CH2:7][C:8]([C:13](=[O:14])[O:15][CH3:16])([CH2:9][CH2:10]1)[CH2:11][CH2:12]2.[cH:17]1[cH:18][cH:19][n:20][cH:21][cH:22]1>>[O:1]([CH2:2][CH2:3][CH2:4][C:5]12[CH2:6][CH2:7][C:8]([C:13](=[O:14])[O:15][CH3:16])([CH2:9][CH2:10]1)[CH2:11][CH2:12]2)[S:24]([CH3:23])(=[O:26])=[O:27]. Reactants: ClCc1ccc2c(c1)OCO2, CN(C)C=O, ClC(Cl)Cl, [Na+], O, O=C([O-])O, CC(=O)Nc1ccc(C(=O)NCc2ccccn2)cc1N. The product is CC(=O)Nc1ccc(C(=O)NCc2ccccn2)cc1NCc1ccc2c(c1)OCO2. RXN SMILES: [CH2:22]1[O:23][c:24]2[cH:25][c:26]([CH2:27][Cl:28])[cH:29][cH:30][c:31]2[O:32]1.[CH3:42][N:43]([CH3:44])[CH:45]=[O:46].[CH:38]([Cl:39])([Cl:40])[Cl:41].[Na+:33].[OH2:47].[OH:34][C:35](=[O:36])[O-:37].[n:1]1[c:2]([CH2:7][NH:8][C:9]([c:10]2[cH:11][c:12]([NH2:20])[c:13]([NH:16][C:17]([CH3:18])=[O:19])[cH:14][cH:15]2)=[O:21])[cH:3][cH:4][cH:5][cH:6]1>>[n:1]1[c:2]([CH2:7][NH:8][C:9]([c:10]2[cH:11][c:12]([NH:20][CH2:27][c:26]3[cH:25][c:24]4[c:31]([cH:30][cH:29]3)[O:32][CH2:22][O:23]4)[c:13]([NH:16][C:17]([CH3:18])=[O:19])[cH:14][cH:15]2)=[O:21])[cH:3][cH:4][cH:5][cH:6]1. The reactants are C(C1=CC=CC=C1)N(C(OC(C)(C)C)=O)S(=O)(=O)CCCN(CCNC)C (tert-butyl benzyl[(3-{methyl[2(methylamino)ethyl]amino}propyl)sulfonyl]carbamate). Reagents/catalysts: [OH-].[OH-].[Pd+2] (Pearlman's catalyst). Run in CCO (EtOH). Run at time 4 hour. Product: C(C)(C)(C)OC(NS(=O)(=O)CCCN(CCNC)C)=O (tert-butyl[(3-{methyl[2(methylamino)ethyl]amino}propyl)sulfonyl]carbamate). Yield: 98.0%. Reaction SMILES: C([N:8]([S:16]([CH2:19][CH2:20][CH2:21][N:22]([CH3:27])[CH2:23][CH2:24][NH:25][CH3:26])(=[O:18])=[O:17])[C:9](=[O:15])[O:10][C:11]([CH3:14])([CH3:13])[CH3:12])C1C=CC=CC=1>[OH-].[OH-].[Pd+2].CCO>[C:11]([O:10][C:9](=[O:15])[NH:8][S:16]([CH2:19][CH2:20][CH2:21][N:22]([CH3:27])[CH2:23][CH2:24][NH:25][CH3:26])(=[O:17])=[O:18])([CH3:14])([CH3:13])[CH3:12] |f:1.2.3|. Procedure: Pearlman's catalyst (0.10 eq.) was suspended in a 0.35 M EtOH solution of tert-butyl benzyl[(3-{methyl[2(methylamino)ethyl]amino}propyl)sulfonyl]carbamate and the mixture was stirred under an hydrogen atmosphere for 4h. The crude was filtered on a CELITE pad and washed with EtOH; after evaporation of the solvent the product was obtained as white solid which was used without further characterisation (98% yield, two steps). (ES+) m/z 310 (M+H)+.